Dataset: the Open Reaction Database (ORD), a public repository of structured organic reaction records. Task: describe an organic reaction: reactants, conditions, products, and yield The reactants are IN1C(CCC1=O)=O (N-iodosuccinimide), IN1C(CCC1=O)=O (N-Iodosuccinimide), C(C(C)C)OC(=O)N(S(=O)(=O)C=1C(=NC=CC1)C1=CC=C(C=C1)[Si](C)(C)C)C1=NC=C(N=C1OC)C (N-(isobutoxycarbonyl)-N-(3-methoxy-5-methylpyrazin-2-yl)-2-(4-trimethylsilylphenyl)pyridine-3-sulphonamide), IN1C(CCC1=O)=O (N-iodosuccinimide). Run in C(C)#N (acetonitrile). Conditions: temperature 65 celsius, time 24 hour. Product: IC1=CC=C(C=C1)C1=NC=CC=C1S(=O)(=O)N(C1=NC=C(N=C1OC)C)C(=O)OCC(C)C (2-(4-iodophenyl)-N-isobutoxycarbonyl-N-(3-methoxy-5-methylpyrazin-2-yl)pyridine-3-sulphonamide). As a reaction SMILES: [I:1]N1C(=O)CCC1=O.[CH2:9]([O:13][C:14]([N:16]([C:36]1[C:41]([O:42][CH3:43])=[N:40][C:39]([CH3:44])=[CH:38][N:37]=1)[S:17]([C:20]1[C:21]([C:26]2[CH:31]=[CH:30][C:29]([Si](C)(C)C)=[CH:28][CH:27]=2)=[N:22][CH:23]=[CH:24][CH:25]=1)(=[O:19])=[O:18])=[O:15])[CH:10]([CH3:12])[CH3:11]>C(#N)C>[I:1][C:29]1[CH:30]=[CH:31][C:26]([C:21]2[C:20]([S:17]([N:16]([C:14]([O:13][CH2:9][CH:10]([CH3:12])[CH3:11])=[O:15])[C:36]3[C:41]([O:42][CH3:43])=[N:40][C:39]([CH3:44])=[CH:38][N:37]=3)(=[O:19])=[O:18])=[CH:25][CH:24]=[CH:23][N:22]=2)=[CH:27][CH:28]=1. Reported procedure: N-Iodosuccinimide (0.84 g) was added to a solution of N-(isobutoxycarbonyl)-N-(3-methoxy-5-methylpyrazin-2-yl)-2-(4-trimethylsilylphenyl)pyridine-3-sulphonamide (1.58 g) in acetonitrile (15 ml) and the reaction mixture was stirred and heated at 65° C. for 17 hours. A further portion of N-iodosuccinimide (50 mg) was added and heating continued for 24 hours, then more N-iodosuccinimide (100 mg) was added and heating continued a further 24 hours. The mixture was cooled and volatile material was rem... The reactants are BrCC1=CC2=C(/C(/C3=C(OC2)C=CC=C3)=C\C#N)C=C1 ((E)-2-(8-bromomethyl-6,11-dihydrodibenzo[b,e]oxepin-11-ylidene)acetonitrile), CC1=CC=CC=2N=C(NC21)CCC (4-methyl-2-propylbenzimidazole). The product is CC1=CC=CC=2N(C(=NC21)CCC)CC2=CC1=C(/C(/C3=C(OC1)C=CC=C3)=C\C#N)C=C2 ((E)-2-{8-(4-methyl-2-propylbenzimidazol-1-yl)methyl-6,11-dihydrodibenzo[b,e]oxepin-11-ylidene}acetonitrile). Isolated yield 76.2%. Reaction SMILES: Br[CH2:2][C:3]1[CH:20]=[CH:19][C:6]2/[C:7](=[CH:16]\[C:17]#[N:18])/[C:8]3[CH:15]=[CH:14][CH:13]=[CH:12][C:9]=3[O:10][CH2:11][C:5]=2[CH:4]=1.[CH3:21][C:22]1[C:30]2[NH:29][C:28]([CH2:31][CH2:32][CH3:33])=[N:27][C:26]=2[CH:25]=[CH:24][CH:23]=1>>[CH3:21][C:22]1[C:30]2[N:29]=[C:28]([CH2:31][CH2:32][CH3:33])[N:27]([CH2:2][C:3]3[CH:20]=[CH:19][C:6]4/[C:7](=[CH:16]\[C:17]#[N:18])/[C:8]5[CH:15]=[CH:14][CH:13]=[CH:12][C:9]=5[O:10][CH2:11][C:5]=4[CH:4]=3)[C:26]=2[CH:25]=[CH:24][CH:23]=1. Procedure details: [step 1] Using (E)-2-(8-bromomethyl-6,11-dihydrodibenzo[b,e]oxepin-11-ylidene)acetonitrile (1.5 g, 4.6 mmol) obtained in Reference Example B13 and 4-methyl-2-propylbenzimidazole (EP400835; 842 mg, 4.83 mmol) and in the same manner as in Example 92, step 1, (E)-2-{8-(4-methyl-2-propylbenzimidazol-1-yl)methyl-6,11-dihydrodibenzo[b,e]oxepin-11-ylidene}acetonitrile (1.47 g, 76%) was obtained. [step 2] (E)-2-{8-(4-Methyl-2-propylbenzimidazol-1-yl)methyl-6,11-dihydrodibenzo[b,e]oxepin-11-ylidene}aceto... Starting materials: NC1=CC=CC(=N1)C(C(=O)NC1[C@@H]2N(C(=C(CS2)C=C)C(=O)OC(C2=CC=CC=C2)C2=CC=CC=C2)C1=O)=NOCC(=O)OC(C)(C)C (benzhydryl 7-[2-(6-aminopyridin-2-yl)-2-tert-butoxycarbonylmethoxyiminoacetamido]-3-vinyl-3-cephem-4-carboxylate), C1(=CC=CC=C1)OC (anisole), FC(C(=O)O)(F)F (trifluoroacetic acid). Solvent: C(C)(C)OC(C)C (diisopropyl ether). Yields the product NC1=CC=CC(=N1)C(C(=O)NC1[C@@H]2N(C(=C(CS2)C=C)C(=O)O)C1=O)=NOCC(=O)O (7-[2-(6-aminopyridin-2-yl)-2-carboxymethoxyiminoacetamido]-3-vinyl-3-cephem-4-carboxylic acid). Yield: 59.9%. Reaction SMILES: [NH2:1][C:2]1[N:7]=[C:6]([C:8](=[N:39][O:40][CH2:41][C:42]([O:44]C(C)(C)C)=[O:43])[C:9]([NH:11][CH:12]2[C:37](=[O:38])[N:14]3[C:15]([C:21]([O:23]C(C4C=CC=CC=4)C4C=CC=CC=4)=[O:22])=[C:16]([CH:19]=[CH2:20])[CH2:17][S:18][C@H:13]23)=[O:10])[CH:5]=[CH:4][CH:3]=1.C1(OC)C=CC=CC=1.FC(F)(F)C(O)=O>C(OC(C)C)(C)C>[NH2:1][C:2]1[N:7]=[C:6]([C:8](=[N:39][O:40][CH2:41][C:42]([OH:44])=[O:43])[C:9]([NH:11][CH:12]2[C:37](=[O:38])[N:14]3[C:15]([C:21]([OH:23])=[O:22])=[C:16]([CH:19]=[CH2:20])[CH2:17][S:18][C@H:13]23)=[O:10])[CH:5]=[CH:4][CH:3]=1. Reported procedure: A mixture of benzhydryl 7-[2-(6-aminopyridin-2-yl)-2-tert-butoxycarbonylmethoxyiminoacetamido]-3-vinyl-3-cephem-4-carboxylate (syn isomer) (6.0 g), anisole (10 ml) and trifluoroacetic acid (60 ml) was stirred at ambient temperature for an hour. The reaction mixture was poured into diisopropyl ether (600 ml) with stirring, and the precipitated substance was collected by filtration, washed with diisopropyl ether and then dissolved in water (100 ml), followed by adjusting to pH 7.5 with 5% aqueous ... The reactants are ClCCS(=O)(=O)C1=CC=CC=C1 (2-chloroethylphenyl sulfone), CN (methylamine). Solvent: C(C)#N (acetonitrile). The product is CNCCS(=O)(=O)C1=CC=CC=C1 (N-Methyl-2-(phenylsulfonyl)ethanamine). Reaction SMILES: Cl[CH2:2][CH2:3][S:4]([C:7]1[CH:12]=[CH:11][CH:10]=[CH:9][CH:8]=1)(=[O:6])=[O:5].[CH3:13][NH2:14]>C(#N)C>[CH3:13][NH:14][CH2:2][CH2:3][S:4]([C:7]1[CH:12]=[CH:11][CH:10]=[CH:9][CH:8]=1)(=[O:6])=[O:5]. Procedure: A solution of 2-chloroethylphenyl sulfone and a large excess of methylamine (40% solution in water) in acetonitrile is stirred at room temperature overnight. The solvent is removed in vacuo and the residue is partitioned between methylene chloride and dilute sodium hydroxide. The methylene chloride solution is extracted with dilute sulfuric acid. The acidic extract is made basic with 50% sodium hydroxide and the basic solution is extracted with methylene chloride. The methylene chloride solution...